Dataset: the Open Reaction Database (ORD), a public repository of structured organic reaction records. Task: describe an organic reaction: reactants, conditions, products, and yield Starting materials: CCOC(=O)/N=N/C(=O)OCC (DEAD), [N+](=O)([O-])C=1C=C(C=CC1)O (3-nitrophenol), OC1CN(CC1)C(=O)OC(C)(C)C (tert-butyl 3-hydroxypyrrolidine-1-carboxylate), C1=CC=C(C=C1)P(C2=CC=CC=C2)C3=CC=CC=C3 (PPh3). Solvent: C1CCOC1 (THF). Reaction conditions: time 18 hour. Yields the product [N+](=O)([O-])C=1C=C(OC2CN(CC2)C(=O)OC(C)(C)C)C=CC1 (tert-butyl 3-(3-nitrophenoxy)pyrrolidine-1-carboxylate). Isolated yield 98.3%. Reaction SMILES: [N+:1]([C:4]1[CH:5]=[C:6]([OH:10])[CH:7]=[CH:8][CH:9]=1)([O-:3])=[O:2].O[CH:12]1[CH2:16][CH2:15][N:14]([C:17]([O:19][C:20]([CH3:23])([CH3:22])[CH3:21])=[O:18])[CH2:13]1.C1C=CC(P(C2C=CC=CC=2)C2C=CC=CC=2)=CC=1.CCOC(/N=N/C(OCC)=O)=O>C1COCC1>[N+:1]([C:4]1[CH:5]=[C:6]([CH:7]=[CH:8][CH:9]=1)[O:10][CH:16]1[CH2:12][CH2:13][N:14]([C:17]([O:19][C:20]([CH3:23])([CH3:22])[CH3:21])=[O:18])[CH2:15]1)([O-:3])=[O:2]. Procedure: To a mixture of 3-nitrophenol (4.0 g, 28.8 mmol), tert-butyl 3-hydroxypyrrolidine-1-carboxylate (5.94 g, 31.7 mmol), PPh3 (8.3 g, 31.7 mmol) in THF (40 mL) at 0° C. over argon was added DEAD (5.52 g, 31.7 mmol). The reaction was warmed to room temperature and stirred for 18 hours. The reaction mixture was concentrated and purified by column chromatography to obtain tert-butyl 3-(3-nitrophenoxy)pyrrolidine-1-carboxylate (8.73 g, 98% yield) The reactants are C1(=CC=C(C=C1)C1=C(C2=C(NC(=N2)OCC2C(C2)C(=O)OCC)C=C1F)F)C1=CC=CC=C1 (Ethyl 2-({[5-(biphenyl-4-yl)-4,6-difluoro-1H-benzimidazol-2-yl]oxy}methyl)cyclopropanecarboxylate), O([K])[Si](C)(C)C (KOTMS). Solvent: C1CCOC1 (THF), CCOC(=O)C (EtOAc). Reaction conditions: time 8 hour. The product is C1(=CC=C(C=C1)C1=C(C2=C(NC(=N2)OCC2C(C2)C(=O)O)C=C1F)F)C1=CC=CC=C1 (2-({[5-(biphenyl-4-yl)-4,6-difluoro-1H-benzimidazol-2-yl]oxy}methyl)cyclopropanecarboxylic acid). RXN SMILES: [C:1]1([C:28]2[CH:33]=[CH:32][CH:31]=[CH:30][CH:29]=2)[CH:6]=[CH:5][C:4]([C:7]2[C:25]([F:26])=[CH:24][C:10]3[NH:11][C:12]([O:14][CH2:15][CH:16]4[CH2:18][CH:17]4[C:19]([O:21]CC)=[O:20])=[N:13][C:9]=3[C:8]=2[F:27])=[CH:3][CH:2]=1.O([Si](C)(C)C)[K]>C1COCC1.CCOC(C)=O>[C:1]1([C:28]2[CH:29]=[CH:30][CH:31]=[CH:32][CH:33]=2)[CH:2]=[CH:3][C:4]([C:7]2[C:25]([F:26])=[CH:24][C:10]3[NH:11][C:12]([O:14][CH2:15][CH:16]4[CH2:18][CH:17]4[C:19]([OH:21])=[O:20])=[N:13][C:9]=3[C:8]=2[F:27])=[CH:5][CH:6]=1. Reported procedure: Ethyl 2-({[5-(biphenyl-4-yl)-4,6-difluoro-1H-benzimidazol-2-yl]oxy}methyl)cyclopropanecarboxylate (0.046 g, 0.102 mmol) was dissolved in 1 mL of THF and treated with KOTMS (0.037 g, 0.288 mmol). The reaction mixture was stirred at ambient temperature overnight, and then diluted with EtOAc and washed with 2 N HCl. The acidic aqueous layer was separated and further extracted with EtOAc. The combined organic layers were washed with brine, dried over Na2SO4, filtered, and concentrated to give the ti...